From a dataset of the Open Reaction Database (ORD), a public repository of structured organic reaction records. describe an organic reaction: reactants, conditions, products, and yield The reactants are solution, Cl (hydrogen chloride), C(C)(C)(C)OC(=O)N1CCC2(CC1)S(CC1=C2C=CC=C1)(=O)=O (1'-t-butoxycarbonylspiro[benzo[c]thiophene-1(3H),4'-piperidine]-2,2-dioxide). The solvent is O1CCOCC1 (dioxane), C(Cl)Cl (methylene chloride). Yields the product Cl.N1CCC2(CC1)S(CC1=C2C=CC=C1)(=O)=O (Spiro[benzo[c]thiophene-1(3H),4'-piperidine]-2,2-dioxide hydrochloride). Isolated yield 95.0%. Reaction SMILES: C(OC([N:8]1[CH2:13][CH2:12][C:11]2([C:17]3[CH:18]=[CH:19][CH:20]=[CH:21][C:16]=3[CH2:15][S:14]2(=[O:23])=[O:22])[CH2:10][CH2:9]1)=O)(C)(C)C.[ClH:24]>C(Cl)Cl.O1CCOCC1>[ClH:24].[NH:8]1[CH2:13][CH2:12][C:11]2([C:17]3[CH:18]=[CH:19][CH:20]=[CH:21][C:16]=3[CH2:15][S:14]2(=[O:23])=[O:22])[CH2:10][CH2:9]1 |f:4.5|. Reported procedure: 170 mg (0.5 mmole) of 1'-t-butoxycarbonylspiro[benzo[c]thiophene-1(3H),4'-piperidine]-2,2-dioxide [prepared as described in step (a) above] were dissolved in 3 ml of methylene chloride, and 1 ml of a 4 N solution of hydrogen chloride in dioxane was added, whilst ice-cooling. The mixture was then stirred, whilst ice-cooling, for 1 hour, after which the crystals which deposited were collected by filtration, to give 131 mg (yield 95%) of the title compound as white crystals. Reactants: ClC=1N=C(NC1C=1C=C(C(=O)OC)C=CC1C)C#N (methyl 3-(4-chloro-2-cyano-1H-imidazol-5-yl)-4-methylbenzoate), ClC=1N=C(NC1C=1C=C(C(=O)OC)C=CC1C)C#N (methyl 3-(4-chloro-2-cyano-1H-imidazol-5-yl)-4-methylbenzoate), [Li+].[OH-] (LiOH). The solvent is CO (methanol), O (water). Reaction conditions: temperature 30 celsius, time 8 hour. Product: ClC=1N=C(NC1C=1C=C(C(=O)O)C=CC1C)C#N (3-(4-Chloro-2-cyano-1H-imidazol-5-yl)-4-methylbenzoic acid). As a reaction SMILES: [Cl:1][C:2]1[N:3]=[C:4]([C:18]#[N:19])[NH:5][C:6]=1[C:7]1[CH:8]=[C:9]([CH:14]=[CH:15][C:16]=1[CH3:17])[C:10]([O:12]C)=[O:11].[Li+].[OH-]>CO.O>[Cl:1][C:2]1[N:3]=[C:4]([C:18]#[N:19])[NH:5][C:6]=1[C:7]1[CH:8]=[C:9]([CH:14]=[CH:15][C:16]=1[CH3:17])[C:10]([OH:12])=[O:11] |f:1.2|. Reported procedure: Into a 25-mL round-bottom flask, was placed a solution of methyl 3-(4-chloro-2-cyano-1H-imidazol-5-yl)-4-methylbenzoate (compound 234.4, 130 mg, 0.47 mmol) in methanol (4 mL). Then a solution of LiOH (45.4 mg, 1.90 mmol) in water (2 mL) was added to the reaction. The reaction mixture was stirred overnight at 30° C., then was concentrated under reduced pressure. The pH of the solution was adjusted to 3 with hydrogen chloride (1M) and was concentrated under reduced pressure. Methanol (5 mL) was ad... The reactants are N (Ammonia), C(CCCCCC(C)(C)C)(=O)O (neodecanoic acid), [N+](=O)([O-])[O-].[Ag+] (silver nitrate). Solvent: O (water). Conditions: time 90 minute. Product: C(CCCCCC(C)(C)C)(=O)[O-].[Ag+] (Silver neodecanoate). Yield: 64.0%. RXN SMILES: N.[C:2]([OH:13])(=[O:12])[CH2:3][CH2:4][CH2:5][CH2:6][CH2:7][C:8]([CH3:11])([CH3:10])[CH3:9].[N+]([O-])([O-])=O.[Ag+:18]>O>[C:2]([O-:13])(=[O:12])[CH2:3][CH2:4][CH2:5][CH2:6][CH2:7][C:8]([CH3:9])([CH3:10])[CH3:11].[Ag+:18] |f:2.3,5.6|. Reported procedure: Ammonia liquor (SG 0.88, 36 ml, 0.6 mole) was added dropwise to neodecanoic acid (95%, 103.2 g, 0.6 mole; Exxon purified by vacuum distillation) in ice-cooled distilled water (200 ml). The resulting ammonium neodecanoate soap was stirred at ambient temperature for 90 minutes, and then silver nitrate (101.94 g. 0.6 mole) in distilled water (120 ml) was added dropwise. The resultant white semi-solid was tritrated 4 times each with cold and warm (50° C.) distilled water, slurried in methanol (400 m... The reactants are C(C)(=O)OC1=CC(=CC=C1)C=1N=C2N(C=CC(=N2)NC(=O)C2=C(C=NN2C)C(=O)N2CCC2)C1 (3-(7-(4-(Azetidine-1-carbonyl)-1-methyl-1H-pyrazole-5-carboxamido)imidazo[1,2-a]pyrimidin-2-yl)phenyl acetate), C(=O)(O)[O-].[Na+] (NaHCO3), CO (MeOH), C(Cl)Cl (CH2Cl2). The solvent is O (H2O). The product is OC=1C=C(C=CC1)C=1N=C2N(C=CC(=N2)NC(=O)C=2N(N=CC2C(=O)N2CCC2)C)C1 (4-(Azetidine-1-carbonyl)-2-methyl-2H-pyrazole-3-carboxylic acid [2-(3-hydroxy-phenyl)-imidazo[1,2-a]pyrimidin-7-yl]-amide). Yield: 57.2%. As a reaction SMILES: C([O:4][C:5]1[CH:10]=[CH:9][CH:8]=[C:7]([C:11]2[N:12]=[C:13]3[N:18]=[C:17]([NH:19][C:20]([C:22]4[N:26]([CH3:27])[N:25]=[CH:24][C:23]=4[C:28]([N:30]4[CH2:33][CH2:32][CH2:31]4)=[O:29])=[O:21])[CH:16]=[CH:15][N:14]3[CH:34]=2)[CH:6]=1)(=O)C.CO.C(Cl)Cl.C([O-])(O)=O.[Na+]>O>[OH:4][C:5]1[CH:6]=[C:7]([C:11]2[N:12]=[C:13]3[N:18]=[C:17]([NH:19][C:20]([C:22]4[N:26]([CH3:27])[N:25]=[CH:24][C:23]=4[C:28]([N:30]4[CH2:33][CH2:32][CH2:31]4)=[O:29])=[O:21])[CH:16]=[CH:15][N:14]3[CH:34]=2)[CH:8]=[CH:9][CH:10]=1 |f:3.4|. Procedure details: 3-(7-(4-(Azetidine-1-carbonyl)-1-methyl-1H-pyrazole-5-carboxamido)imidazo[1,2-a]pyrimidin-2-yl)phenyl acetate (Example 105; 25 mg, 54.4 μmol) was combined with MeOH (0.7 ml), CH2Cl2 (0.2 ml) and H2O to give a yellow solution. NaHCO3 (4.57 mg, 54.4 μmol) was added and the reaction mixture was stirred at RT over night. The precipitated light yellow solid was filtered and washed with MeOH and H2O. After drying over night under high vacuum, the product (13 mg, 56%) was obtained as light yellow solid... Starting materials: CC(C)(C)OC(=O)N1CC2CN(c3cncc(NCc4ccccc4)c3)CC2C1, ClCCl, O=C(O)C(F)(F)F. Product: c1ccc(CNc2cncc(N3CC4CNCC4C3)c2)cc1, O=C(O)C(F)(F)F. As a reaction SMILES: [CH2:1]([c:2]1[cH:3][cH:4][cH:5][cH:6][cH:7]1)[NH:8][c:9]1[cH:10][c:11]([N:15]2[CH2:16][CH:17]3[CH:18]([CH2:19]2)[CH2:20][N:21]([C:23]([O:24][C:25]([CH3:26])([CH3:27])[CH3:28])=[O:29])[CH2:22]3)[cH:12][n:13][cH:14]1.[Cl:37][CH2:38][Cl:39].[F:30][C:31]([C:32](=[O:33])[OH:34])([F:35])[F:36]>>[CH2:1]([c:2]1[cH:3][cH:4][cH:5][cH:6][cH:7]1)[NH:8][c:9]1[cH:10][c:11]([N:15]2[CH2:16][CH:17]3[CH:18]([CH2:19]2)[CH2:20][NH:21][CH2:22]3)[cH:12][n:13][cH:14]1.[F:30][C:31]([C:32](=[O:33])[OH:34])([F:35])[F:36]. Starting materials: CO (methanol), C(CCl)Cl (EDC), CC1=CC=CC(=N1)C(=O)O (6-methyl-pyridine-2-carboxylic acid). Reagents/catalysts: CN(C1=CC=NC=C1)C (4-dimethylaminopyridine). The solvent is C(Cl)Cl (methylene chloride). Run at temperature 0 celsius, time 6 hour. Yields the product COC(=O)C1=NC(=CC=C1)C (6-Methyl-pyridine-2-carboxylic acid methyl ester). As a reaction SMILES: [CH3:1][C:2]1[N:7]=[C:6]([C:8]([OH:10])=[O:9])[CH:5]=[CH:4][CH:3]=1.CO.[CH2:13](Cl)CCl>C(Cl)Cl.CN(C)C1C=CN=CC=1>[CH3:13][O:9][C:8]([C:6]1[CH:5]=[CH:4][CH:3]=[C:2]([CH3:1])[N:7]=1)=[O:10]. Procedure details: To a suspension of 6-methyl-pyridine-2-carboxylic acid (10 g, 72.9 mmol) in methylene chloride (200 mL) cooled to 0° C. is added methanol (10 mL), 4-dimethylaminopyridine (11.6 g, 94.8 mmol), and EDC (18.2 g, 94.8 mmol). The mixture is stirred at room temperature for 6 h, washed with water and brine, and dried over sodium sulfate. The mixture is filtered and concentrated in vacuo. The residue is chromatographed on SiO2 (50% ethyl acetate/hexanes) to yield the title compound, 9.66 g (92%), as a c... Starting materials: CNC(=S)NCC1CN(c2ccc(N3CCOCC3)c(F)c2)C(=O)O1, CC(=S)NCC1CN(c2ccc(N3CCOCC3)c(F)c2)C(=O)O1, C1COCCO1. Yields the product O=C1OC(CNC=S)CN1c1ccc(N2CCOCC2)c(F)c1. As a reaction SMILES: [F:1][c:2]1[cH:3][c:4]([N:14]2[C:15](=[O:25])[O:16][CH:17]([CH2:19][NH:20][C:21](=[S:22])[NH:23][CH3:24])[CH2:18]2)[cH:5][cH:6][c:7]1[N:8]1[CH2:9][CH2:10][O:11][CH2:12][CH2:13]1.[F:26][c:27]1[cH:28][c:29]([N:30]2[CH2:31][CH:32]([CH2:33][NH:34][C:35](=[S:36])[CH3:37])[O:38][C:39]2=[O:40])[cH:41][cH:42][c:43]1[N:44]1[CH2:45][CH2:46][O:47][CH2:48][CH2:49]1.[O:50]1[CH2:51][CH2:52][O:53][CH2:54][CH2:55]1>>[F:1][c:2]1[cH:3][c:4]([N:14]2[C:15](=[O:25])[O:16][CH:17]([CH2:19][NH:20][CH:21]=[S:22])[CH2:18]2)[cH:5][cH:6][c:7]1[N:8]1[CH2:9][CH2:10][O:11][CH2:12][CH2:13]1. Reactants: NC=1C=C(C=CC1OCOC)C(CC)C(CC)C1=CC=C(C=C1)OCOC (3-(3-amino-4-methoxymethoxyphenyl)-4-(4-methoxymethoxyphenyl)hexane), COP(=O)(C(CCCC(=O)O)(O[Si](C)(C)C)P(=O)(OC)OC)OC (5,5-bis(dimethoxyphosphinoyl)-5-trimethylsilyloxyvaleric acid). The product is COP(=O)(C(CCCC(=O)NC=1C=C(C=CC1OCOC)C(CC)C(CC)C1=CC=C(C=C1)OCOC)(O[Si](C)(C)C)P(=O)(OC)OC)OC (3-(3-(5,5-bis(dimethoxyphosphinoyl)-5-trimethylsilyloxyvalerylamino)-4-methoxymethoxyphenyl)-4-(4-methoxymethoxyphenyl)hexane). As a reaction SMILES: [NH2:1][C:2]1[CH:3]=[C:4]([CH:12]([CH:15]([C:18]2[CH:23]=[CH:22][C:21]([O:24][CH2:25][O:26][CH3:27])=[CH:20][CH:19]=2)[CH2:16][CH3:17])[CH2:13][CH3:14])[CH:5]=[CH:6][C:7]=1[O:8][CH2:9][O:10][CH3:11].[CH3:28][O:29][P:30]([O:50][CH3:51])([C:32]([P:44]([O:48][CH3:49])([O:46][CH3:47])=[O:45])([O:39][Si:40]([CH3:43])([CH3:42])[CH3:41])[CH2:33][CH2:34][CH2:35][C:36](O)=[O:37])=[O:31]>>[CH3:49][O:48][P:44]([O:46][CH3:47])([C:32]([P:30]([O:29][CH3:28])([O:50][CH3:51])=[O:31])([O:39][Si:40]([CH3:42])([CH3:41])[CH3:43])[CH2:33][CH2:34][CH2:35][C:36]([NH:1][C:2]1[CH:3]=[C:4]([CH:12]([CH:15]([C:18]2[CH:19]=[CH:20][C:21]([O:24][CH2:25][O:26][CH3:27])=[CH:22][CH:23]=2)[CH2:16][CH3:17])[CH2:13][CH3:14])[CH:5]=[CH:6][C:7]=1[O:8][CH2:9][O:10][CH3:11])=[O:37])=[O:45]. Reported procedure: Erythro 3-(3-(5,5-bis(dimethoxyphosphinoyl)-5-trimethylsilyloxybutyrylamino)-4-methoxymethoxyphenyl)-4-(4-methoxymethoxyphenyl)hexane (1.17 g, quantitative yield) was obtained in the same manner as in Example 4 except for using erythro 3-(3-amino-4-methoxymethoxyphenyl)-4-(4-methoxymethoxyphenyl)hexane (560 mg) obtained by the process described in Reference Example 4 and 5,5-bis(dimethoxyphosphinoyl)-5-trimethylsilyloxyvaleric acid (1 equivalent per equivalent of the former) obtained by the proc...